Dataset: the Open Reaction Database (ORD), a public repository of structured organic reaction records. Task: describe an organic reaction: reactants, conditions, products, and yield Reactants: [H][H] (hydrogen), nitro, N1(CCCC1)CCOC1=CC=C(CNC2=C(C=CC=C2)[N+](=O)[O-])C=C1 (N-[4-[2-(1-pyrrolidinyl)ethoxy]benzyl]-2-nitroaniline). The reagents and catalysts are O=[Pt]=O (Adam's catalyst). The solvent is C(C)O (ethanol). Product: N1(CCCC1)CCOC1=CC=C(CNC=2C(=CC=CC2)N)C=C1 (N1-[4-[2-(1-Pyrrolidinyl)ethoxy]benzyl]-1,2-benzenediamine). Isolated yield 99.6%. As a reaction SMILES: [N:1]1([CH2:6][CH2:7][O:8][C:9]2[CH:25]=[CH:24][C:12]([CH2:13][NH:14][C:15]3[CH:20]=[CH:19][CH:18]=[CH:17][C:16]=3[N+:21]([O-])=O)=[CH:11][CH:10]=2)[CH2:5][CH2:4][CH2:3][CH2:2]1.[H][H]>O=[Pt]=O.C(O)C>[N:1]1([CH2:6][CH2:7][O:8][C:9]2[CH:25]=[CH:24][C:12]([CH2:13][NH:14][C:15]3[C:16]([NH2:21])=[CH:17][CH:18]=[CH:19][CH:20]=3)=[CH:11][CH:10]=2)[CH2:5][CH2:4][CH2:3][CH2:2]1. Reported procedure: Adam's catalyst (50 mg, 20% wt.), was added to a degassed solution of N-[4-[2-(1-pyrrolidinyl)ethoxy]benzyl]-2-nitroaniline (240 mg, 0.703 mmol) in absolute ethanol (5 mL). The atmosphere was replaced with hydrogen then the reaction was stirred vigorously at ambient temperature until all of the nitro compound had been consumed as determined by tic (9:1 CHCl3:MeOH, 1% TEA). The reaction mixture was filtered through a bed of diatomaceous earth, then the solvent was removed under reduced pressure t... Starting materials: C(C)(=O)C1=CC=C(C(=O)C2=CC=CC=C2)C=C1 (4-acetyl-benzophenone), C(OCC)(OCC)OCC (triethyl orthoformate). The solvent is C(C)O (ethanol). The product is C(C)OC(C(=O)C1=CC=C(C(=O)C2=CC=CC=C2)C=C1)OCC (4-(Diethoxyacetyl)-benzophenone). As a reaction SMILES: [C:1]([C:4]1[CH:17]=[CH:16][C:7]([C:8]([C:10]2[CH:15]=[CH:14][CH:13]=[CH:12][CH:11]=2)=[O:9])=[CH:6][CH:5]=1)(=[O:3])C.[CH:18]([O:25][CH2:26][CH3:27])([O:22][CH2:23][CH3:24])OCC>C(O)C>[CH2:26]([O:25][CH:18]([O:22][CH2:23][CH3:24])[C:1]([C:4]1[CH:17]=[CH:16][C:7]([C:8]([C:10]2[CH:15]=[CH:14][CH:13]=[CH:12][CH:11]=2)=[O:9])=[CH:6][CH:5]=1)=[O:3])[CH3:27]. Procedure details: 78 g of 4-acetyl-benzophenone is boiled together with 500 ml of ethanol and 200 ml of triethyl orthoformate for 5 hours. The solvent is then distilled off under reduced pressure and the residue is subjected to fractional distillation. 4-(Diethoxyacetyl)-benzophenone is obtained; b.p. 200°/67 P. Reactants: C(C)(=O)OC1=C(C=C(C=C1)CC(=O)Cl)OC (4-acetoxy-3-methoxyphenylacetyl chloride), S(=O)(=O)=O.O1CCOCC1 (sulphur trioxide dioxane). Solvent: ClCCl (dichloromethane). The product is C(C)(=O)OC1=C(C=C(C=C1)C(C(=O)Cl)S(=O)(=O)O)OC (2-(4-Acetoxy-3-methoxyphenyl)-2-sulphoacetyl chloride). RXN SMILES: [C:1]([O:4][C:5]1[CH:10]=[CH:9][C:8]([CH2:11][C:12]([Cl:14])=[O:13])=[CH:7][C:6]=1[O:15][CH3:16])(=[O:3])[CH3:2].[S:17](=[O:20])(=[O:19])=[O:18].O1CCOCC1>ClCCl>[C:1]([O:4][C:5]1[CH:10]=[CH:9][C:8]([CH:11]([S:17]([OH:20])(=[O:19])=[O:18])[C:12]([Cl:14])=[O:13])=[CH:7][C:6]=1[O:15][CH3:16])(=[O:3])[CH3:2] |f:1.2|. Procedure: A solution of 4-acetoxy-3-methoxyphenylacetyl chloride (2.42 g, 10 mmole) in dichloromethane (20 ml) was treated with a suspension of sulphur trioxide - dioxane complex (15 mmole) dichloroethane at 0° C. This mixture was stirred at room temperature for eighteen hours and evaporated to afford a yellow gum. νmax. (CHCL3) 1800, 1748 cm-1. Reactants: ClC1=C(C=C(C=C1)N1CCN(CC1)C(CN1C(OC2=C1C=CC(=C2)O)=O)=O)OC (3-{2-[4-(4-Chloro-3-methoxy-phenyl)-piperazin-1-yl]-2-oxo-ethyl}-6-hydroxy-3H-benzooxazol-2-one), O1C(CCCC1)OCCO (2-(Tetrahydro-pyran-2-yloxy)-ethanol), C1=CC=C(C=C1)P(C2=CC=CC=C2)C3=CC=CC=C3 (PPh3), CCOC(=O)/N=N/C(=O)OCC (DEAD). The solvent is C1CCOC1 (THF), C1CCOC1 (THF). Reaction conditions: temperature 85 celsius, time 3 hour. The product is ClC1=C(C=C(C=C1)N1CCN(CC1)C(CN1C(OC2=C1C=CC(=C2)OCCOC2OCCCC2)=O)=O)OC (3-{2-[4-(4-Chloro-3-methoxy-phenyl)-piperazin-1-yl]-2-oxo-ethyl}-6-[2-(tetrahydro-pyran-2-yloxy)-ethoxy]-3H-benzooxazol-2-one). RXN SMILES: C1C=CC(P(C2C=CC=CC=2)C2C=CC=CC=2)=CC=1.CCOC(/N=N/C(OCC)=O)=O.[Cl:32][C:33]1[CH:38]=[CH:37][C:36]([N:39]2[CH2:44][CH2:43][N:42]([C:45](=[O:58])[CH2:46][N:47]3[C:51]4[CH:52]=[CH:53][C:54]([OH:56])=[CH:55][C:50]=4[O:49][C:48]3=[O:57])[CH2:41][CH2:40]2)=[CH:35][C:34]=1[O:59][CH3:60].[O:61]1[CH2:66][CH2:65][CH2:64][CH2:63][CH:62]1[O:67][CH2:68][CH2:69]O>C1COCC1>[Cl:32][C:33]1[CH:38]=[CH:37][C:36]([N:39]2[CH2:40][CH2:41][N:42]([C:45](=[O:58])[CH2:46][N:47]3[C:51]4[CH:52]=[CH:53][C:54]([O:56][CH2:69][CH2:68][O:67][CH:62]5[CH2:63][CH2:64][CH2:65][CH2:66][O:61]5)=[CH:55][C:50]=4[O:49][C:48]3=[O:57])[CH2:43][CH2:44]2)=[CH:35][C:34]=1[O:59][CH3:60]. Procedure details: To a mixture of PPh3 (70 mg, 0.27 mmol, 1.1 eq), and DEAD (40 mg, 0.23 mmol, 1 eq) in THF (0.5 ml), was added 3-{2-[4-(4-chloro-3-methoxy-phenyl)-piperazin-1-yl]-2-oxo-ethyl}-6-hydroxy-3H-benzooxazol-2-one (54) (100 mg, 0.24 mmol, 1 eq) in THF (1 ml). The reaction mixture immediately turned clear and was heated to 85° C. 2-(Tetrahydro-pyran-2-yloxy)-ethanol (38.5 mg, 0.27 mmol, 1.1 eq), was then added to the reaction solution, and stirred for 3 hours at rt. The isolated crude product was purifie... The reactants are FC=1C=C([C@@H](C(=O)O)O)C=C(C1)F ((S)-3,5-difluoromandelic acid), Cl.N[C@@H](C)C(=O)NN1C2=C(C3=C(C(C1=O)C)C=C(C=C3)F)C=CC=C2 (5-(L-Alaninyl)amino-9-fluoro-7-methyl-5,7-dihydro-6H-dibenz[b,d]azepin-6-one Hydrochloride). Solvent: CO.C(Cl)(Cl)Cl (MeOH CHCl3). Reported procedure: Following General Procedure D and using (S)-3,5-difluoromandelic acid (Example L) and 5-(L-alaninyl)-amino-9-fluoro-7-methyl-5,7-dihydro-6H-dibenz[b,d]azepin-6-one hydrochloride (Example 7-O), the title compound was prepared. The reaction was monitored by tlc (Rf=0.4, 10% MeOH/CHCl3) and product was purified by chromatography (silica, 2.5% MeOH/CHCl3). Product: FC=1C=C([C@@H](C(=O)N[C@@H](C)C(=O)NN2C3=C(C4=C(C(C2=O)C)C=C(C=C4)F)C=CC=C3)O)C=C(C1)F (5-{N′—[(S)-3,5-Difluoromandelyl]-L-alaninyl}amino-9-fluoro-7-methyl-5,7-dihydro-6H-dibenz[b,d]azepin-6-one). Reaction SMILES: [F:1][C:2]1[CH:3]=[C:4]([CH:10]=[C:11]([F:13])[CH:12]=1)[C@H:5]([OH:9])[C:6]([OH:8])=O.Cl.[NH2:15][C@H:16]([C:18]([NH:20][N:21]1[C:27](=[O:28])[CH:26]([CH3:29])[C:25]2[CH:30]=[C:31]([F:34])[CH:32]=[CH:33][C:24]=2[C:23]2[CH:35]=[CH:36][CH:37]=[CH:38][C:22]1=2)=[O:19])[CH3:17]>CO.C(Cl)(Cl)Cl>[F:13][C:11]1[CH:10]=[C:4]([CH:3]=[C:2]([F:1])[CH:12]=1)[C@H:5]([OH:9])[C:6]([NH:15][C@H:16]([C:18]([NH:20][N:21]1[C:27](=[O:28])[CH:26]([CH3:29])[C:25]2[CH:30]=[C:31]([F:34])[CH:32]=[CH:33][C:24]=2[C:23]2[CH:35]=[CH:36][CH:37]=[CH:38][C:22]1=2)=[O:19])[CH3:17])=[O:8] |f:1.2,3.4|. Reaction SMILES: [CH3:23][N:24]([CH3:25])[CH:26]=[O:27].[CH3:29][C:30](=[O:31])[OH:32].[Cl-:22].[F:10][c:11]1[c:12]([N+:18](=[O:19])[O-:20])[cH:13][c:14]([F:17])[cH:15][cH:16]1.[H-:1].[Na+:21].[Na+:2].[OH2:28].[SH:3][c:4]1[n:5]([CH3:9])[cH:6][cH:7][n:8]1>>[S:3]([c:4]1[n:5]([CH3:9])[cH:6][cH:7][n:8]1)[c:11]1[c:12]([N+:18](=[O:19])[O-:20])[cH:13][c:14]([F:17])[cH:15][cH:16]1. Reactants: CN(C)C=O, CC(=O)O, [Cl-], O=[N+]([O-])c1cc(F)ccc1F, [H-], [Na+], [Na+], O, Cn1ccnc1S. Product: Cn1ccnc1Sc1ccc(F)cc1[N+](=O)[O-]. Reaction SMILES: [CH3:1][c:2]1[nH:3][c:4]2[c:5]([n:6]1)[cH:7][cH:8][cH:9][cH:10]2.[Cl:11][c:12]1[n:13][c:14]([N:32]2[CH2:33][CH2:34][O:35][CH2:36][CH2:37]2)[c:15]2[n:16][c:17]([CH2:22][N:23]3[CH2:24][CH:25]4[N:26]([CH2:27][CH2:28]3)[CH2:29][CH2:30][CH2:31]4)[n:18]([CH3:21])[c:19]2[n:20]1>>[CH3:1][c:2]1[n:3](-[c:12]2[n:13][c:14]([N:32]3[CH2:33][CH2:34][O:35][CH2:36][CH2:37]3)[c:15]3[n:16][c:17]([CH2:22][N:23]4[CH2:24][CH:25]5[N:26]([CH2:27][CH2:28]4)[CH2:29][CH2:30][CH2:31]5)[n:18]([CH3:21])[c:19]3[n:20]2)[c:4]2[c:5]([n:6]1)[cH:7][cH:8][cH:9][cH:10]2. Yields the product Cc1nc2ccccc2n1-c1nc(N2CCOCC2)c2nc(CN3CCN4CCCC4C3)n(C)c2n1. Starting materials: Cc1nc2ccccc2[nH]1, Cn1c(CN2CCN3CCCC3C2)nc2c(N3CCOCC3)nc(Cl)nc21. Reactants: [Na+].[I-] (NaI), ClC[C@H](O)C1=C(C=C(C=C1)Cl)Cl ((R)-2-Chloro-(2′,4′-dichlorophenyl)-1-ethanol), hexanes ethyl acetate. Run in CC(=O)C (acetone). Yields the product IC[C@H](O)C1=C(C=C(C=C1)Cl)Cl ((R)-2-Iodo-(2′,4′-dichlorophenyl)-1-ethanol). As a reaction SMILES: Cl[CH2:2][C@@H:3]([C:5]1[CH:10]=[CH:9][C:8]([Cl:11])=[CH:7][C:6]=1[Cl:12])[OH:4].[Na+].[I-:14]>CC(C)=O>[I:14][CH2:2][C@@H:3]([C:5]1[CH:10]=[CH:9][C:8]([Cl:11])=[CH:7][C:6]=1[Cl:12])[OH:4] |f:1.2|. Reported procedure: (R)-2-Chloro-(2′,4′-dichlorophenyl)-1-ethanol (1.95 g, 8.65 mmol) was dissolved in 60 mL of anhydrous acetone (4A molecular sieves). Then NaI (7 g, 46.70 mmol) was added to the solution and the solution refluxed for 3 hours under nitrogen. Upon cooling to room temperature, the solution was poured into 160 mL of hexanes/ethyl acetate (3:1), and filtered to remove excess NaI which had precipitated. The filtrate was evaporated to dryness in vacuo, and the residue treated with ether and decanted fro... The reactants are COC(=O)C(Cc1ccc(Br)cc1)OCc1ccccc1, CNc1cccc(B2OC(C)(C)C(C)(C)O2)c1, CN(C)C=O, [K+], [K+], [K+], O, O=P([O-])([O-])[O-], c1ccc(P(c2ccccc2)(c2ccccc2)[Pd](P(c2ccccc2)(c2ccccc2)c2ccccc2)(P(c2ccccc2)(c2ccccc2)c2ccccc2)P(c2ccccc2)(c2ccccc2)c2ccccc2)cc1. Yields the product CNc1cccc(-c2ccc(CC(OCc3ccccc3)C(=O)OC)cc2)c1. RXN SMILES: [Br:1][c:2]1[cH:3][cH:4][c:5]([CH2:8][CH:9]([C:10](=[O:11])[O:12][CH3:13])[O:14][CH2:15][c:16]2[cH:17][cH:18][cH:19][cH:20][cH:21]2)[cH:6][cH:7]1.[CH3:22][NH:23][c:24]1[cH:25][c:26]([B:30]2[O:31][C:32]([CH3:33])([CH3:34])[C:35]([CH3:36])([CH3:37])[O:38]2)[cH:27][cH:28][cH:29]1.[CH3:48][N:49]([CH3:50])[CH:51]=[O:52].[K+:44].[K+:45].[K+:46].[OH2:47].[P:39]([O-:40])([O-:41])([O-:42])=[O:43].[cH:53]1[cH:54][cH:55][c:56]([P:57]([Pd:58]([P:59]([c:60]2[cH:61][cH:62][cH:63][cH:64][cH:65]2)([c:66]2[cH:67][cH:68][cH:69][cH:70][cH:71]2)[c:72]2[cH:73][cH:74][cH:75][cH:76][cH:77]2)([P:78]([c:79]2[cH:80][cH:81][cH:82][cH:83][cH:84]2)([c:85]2[cH:86][cH:87][cH:88][cH:89][cH:90]2)[c:91]2[cH:92][cH:93][cH:94][cH:95][cH:96]2)[P:97]([c:98]2[cH:99][cH:100][cH:101][cH:102][cH:103]2)([c:104]2[cH:105][cH:106][cH:107][cH:108][cH:109]2)[c:110]2[cH:111][cH:112][cH:113][cH:114][cH:115]2)([c:116]2[cH:117][cH:118][cH:119][cH:120][cH:121]2)[c:122]2[cH:123][cH:124][cH:125][cH:126][cH:127]2)[cH:128][cH:129]1>>[c:2]1(-[c:26]2[cH:25][c:24]([NH:23][CH3:22])[cH:29][cH:28][cH:27]2)[cH:3][cH:4][c:5]([CH2:8][CH:9]([C:10](=[O:11])[O:12][CH3:13])[O:14][CH2:15][c:16]2[cH:17][cH:18][cH:19][cH:20][cH:21]2)[cH:6][cH:7]1. Starting materials: C([O-])([O-])=O.[Cs+].[Cs+] (Cesium carbonate), C1(CCCCC1)P(C1=C(C=CC=C1)C1=C(C=C(C=C1C(C)C)C(C)C)C(C)C)C1CCCCC1 (2-dicyclohexylphosphino-2′,4′,6′-triisopropylbiphenyl), BrC1=CC=CC=2C=C(OC21)C(=O)OCC (ethyl 7-bromobenzofuran-2-carboxylate), N1(CCNCC1)CCC=1C=C2CCN(C2=CC1)C(C)=O (1-(5-(2-(piperazin-1-yl)ethyl)indolin-1-yl)ethanone). The reagents and catalysts are C=1C=CC(=CC1)/C=C/C(=O)/C=C/C2=CC=CC=C2.C=1C=CC(=CC1)/C=C/C(=O)/C=C/C2=CC=CC=C2.C=1C=CC(=CC1)/C=C/C(=O)/C=C/C2=CC=CC=C2.[Pd].[Pd] (tris(dibenzylideneacetone)dipalladium(0)). Run at temperature 95 celsius. Yields the product C(C)(=O)N1CCC2=CC(=CC=C12)CCN1CCN(CC1)C1=CC=CC=2C=C(OC21)C(=O)OCC (Ethyl 7-(4-(2-(1-acetylindolin-5-yl)ethyl)piperazin-1-yl)benzofuran-2-carboxylate). Yield: 61.5%. As a reaction SMILES: C(=O)([O-])[O-].[Cs+].[Cs+].C1(P(C2CCCCC2)C2C=CC=CC=2C2C(C(C)C)=CC(C(C)C)=CC=2C(C)C)CCCCC1.Br[C:42]1[C:50]2[O:49][C:48]([C:51]([O:53][CH2:54][CH3:55])=[O:52])=[CH:47][C:46]=2[CH:45]=[CH:44][CH:43]=1.[N:56]1([CH2:62][CH2:63][C:64]2[CH:65]=[C:66]3[C:70](=[CH:71][CH:72]=2)[N:69]([C:73](=[O:75])[CH3:74])[CH2:68][CH2:67]3)[CH2:61][CH2:60][NH:59][CH2:58][CH2:57]1>C1C=CC(/C=C/C(/C=C/C2C=CC=CC=2)=O)=CC=1.C1C=CC(/C=C/C(/C=C/C2C=CC=CC=2)=O)=CC=1.C1C=CC(/C=C/C(/C=C/C2C=CC=CC=2)=O)=CC=1.[Pd].[Pd]>[C:73]([N:69]1[C:70]2[C:66](=[CH:65][C:64]([CH2:63][CH2:62][N:56]3[CH2:61][CH2:60][N:59]([C:42]4[C:50]5[O:49][C:48]([C:51]([O:53][CH2:54][CH3:55])=[O:52])=[CH:47][C:46]=5[CH:45]=[CH:44][CH:43]=4)[CH2:58][CH2:57]3)=[CH:72][CH:71]=2)[CH2:67][CH2:68]1)(=[O:75])[CH3:74] |f:0.1.2,6.7.8.9.10|. Procedure details: Cesium carbonate (0.724 g, 2.22 mmol), 2-dicyclohexylphosphino-2′,4′,6′-triisopropylbiphenyl (0.081 g, 0.17 mmol) and tris(dibenzylideneacetone)dipalladium(0) (0.078 g, 0.09 mmol) were added under argon to a mixture of ethyl 7-bromobenzofuran-2-carboxylate (0.460 g, 1.71 mmol) and 1-(5-(2-(piperazin-1-yl)ethyl)indolin-1-yl)ethanone (0.491 g, 1.79 mmol) (example 38c) in dry degassed dioxane (8 mL) and the reaction was heated at 95° C. over night. After cooling to room temperature, water and DCM w...